Task: describe an organic reaction: reactants, conditions, products, and yield. Dataset: the Open Reaction Database (ORD), a public repository of structured organic reaction records Reactants: CCCn1nc(C(=O)O)cc1CC(C)(C)NC(=O)OC(C)(C)C, CCN=C=NCCCN(C)C, Cl, [NH4+], CN(C)C=O, [OH-], O, On1nnc2ccccc21. Product: CCCn1nc(C(N)=O)cc1CC(C)(C)NC(=O)OC(C)(C)C. As a reaction SMILES: [C:13]([CH3:14])([CH3:15])([CH3:16])[O:17][C:18](=[O:19])[NH:20][C:21]([CH2:22][c:23]1[cH:24][c:25]([C:31](=[O:32])[OH:33])[n:26][n:27]1[CH2:28][CH2:29][CH3:30])([CH3:34])[CH3:35].[CH3:2][N:3]([CH3:4])[CH2:5][CH2:6][CH2:7][N:8]=[C:9]=[N:10][CH2:11][CH3:12].[ClH:1].[NH4+:46].[O:48]=[CH:49][N:50]([CH3:51])[CH3:52].[OH-:47].[OH2:53].[OH:36][n:37]1[c:38]2[cH:39][cH:40][cH:41][cH:42][c:43]2[n:44][n:45]1>>[NH2:3][C:31]([c:25]1[cH:24][c:23]([CH2:22][C:21]([NH:20][C:18]([O:17][C:13]([CH3:14])([CH3:15])[CH3:16])=[O:19])([CH3:34])[CH3:35])[n:27]([CH2:28][CH2:29][CH3:30])[n:26]1)=[O:32]. The reactants are C(C1=CC=CC=C1)C1=NC(=C(C(=N1)C)C(C(=O)OC)CCC)C1=CC=CC=C1 (methyl 2-(2-benzyl-4-methyl-6-phenylpyrimidin-5-yl)pentanoate), [OH-].[Na+] (sodium hydroxide). Solvent: C(C)O (ethanol), O1CCCC1 (tetrahydrofuran). The product is C(C1=CC=CC=C1)C1=NC(=C(C(=N1)C)C(C(=O)O)CCC)C1=CC=CC=C1 (2-(2-Benzyl-4-methyl-6-phenylpyrimidin-5-yl)pentanoic acid). The yield is 40.8%. RXN SMILES: [CH2:1]([C:8]1[N:13]=[C:12]([CH3:14])[C:11]([CH:15]([CH2:20][CH2:21][CH3:22])[C:16]([O:18]C)=[O:17])=[C:10]([C:23]2[CH:28]=[CH:27][CH:26]=[CH:25][CH:24]=2)[N:9]=1)[C:2]1[CH:7]=[CH:6][CH:5]=[CH:4][CH:3]=1.[OH-].[Na+]>C(O)C.O1CCCC1>[CH2:1]([C:8]1[N:13]=[C:12]([CH3:14])[C:11]([CH:15]([CH2:20][CH2:21][CH3:22])[C:16]([OH:18])=[O:17])=[C:10]([C:23]2[CH:24]=[CH:25][CH:26]=[CH:27][CH:28]=2)[N:9]=1)[C:2]1[CH:3]=[CH:4][CH:5]=[CH:6][CH:7]=1 |f:1.2|. Reported procedure: A solution of methyl 2-(2-benzyl-4-methyl-6-phenylpyrimidin-5-yl)pentanoate (67 mg; 0.17 mmol) in ethanol (1 mL), tetrahydrofuran (1 mL) and 2N sodium hydroxide solution (0.895 mL; 1.789 mmol) was stirred for 40 h at room temperature. The reaction mixture was concentrated under reduced pressure, diluted with water and acidified with a 6N hydrochloric acid solution. The suspension was extracted twice with ethyl acetate and the organic layers were washed with water and dried by filtration over a p... Starting materials: C(C1=CC=CC=C1)OC(=O)NC(C(=O)OC(C)(C)C)CNC1=NC(=NC(=C1OC)N1CCC(CC1)C1=NC2=NC=CC=C2C=C1)C (tert-butyl 2-benzyloxycarbonylamino-3-[5-methoxy-2-methyl-6-(4-[1,8]naphthyridin-2-yl-piperidin-1-yl)-pyrimidin-4-ylamino]-propionate). The reagents and catalysts are [Pt]=O (platinum oxide). Solvent: C(C)O (ethanol). Reaction conditions: time 2 hour. Yields the product C(C1=CC=CC=C1)OC(=O)NC(C(=O)OC(C)(C)C)CNC1=NC(=NC(=C1OC)N1CCC(CC1)C1=NC=2NCCCC2C=C1)C (tert-butyl 2-benzyloxycarbonylamino-3-{5-methoxy-2-methyl-6-[4-(5,6,7,8-tetrahydro-[1,8]naphthyridin-2-yl)-piperidin-1-yl]-pyrimidin-4-ylamino}-propionate). The yield is 69.4%. RXN SMILES: [CH2:1]([O:8][C:9]([NH:11][CH:12]([CH2:20][NH:21][C:22]1[C:27]([O:28][CH3:29])=[C:26]([N:30]2[CH2:35][CH2:34][CH:33]([C:36]3[CH:45]=[CH:44][C:43]4[C:38](=[N:39][CH:40]=[CH:41][CH:42]=4)[N:37]=3)[CH2:32][CH2:31]2)[N:25]=[C:24]([CH3:46])[N:23]=1)[C:13]([O:15][C:16]([CH3:19])([CH3:18])[CH3:17])=[O:14])=[O:10])[C:2]1[CH:7]=[CH:6][CH:5]=[CH:4][CH:3]=1>C(O)C.[Pt]=O>[CH2:1]([O:8][C:9]([NH:11][CH:12]([CH2:20][NH:21][C:22]1[C:27]([O:28][CH3:29])=[C:26]([N:30]2[CH2:35][CH2:34][CH:33]([C:36]3[CH:45]=[CH:44][C:43]4[CH2:42][CH2:41][CH2:40][NH:39][C:38]=4[N:37]=3)[CH2:32][CH2:31]2)[N:25]=[C:24]([CH3:46])[N:23]=1)[C:13]([O:15][C:16]([CH3:17])([CH3:18])[CH3:19])=[O:14])=[O:10])[C:2]1[CH:3]=[CH:4][CH:5]=[CH:6][CH:7]=1. Procedure details: A mixture of 820 mg (1.3 mmoles) of tert-butyl 2-benzyloxycarbonylamino-3-[5-methoxy-2-methyl-6-(4-[1,8]naphthyridin-2-yl-piperidin-1-yl)-pyrimidin-4-ylamino]-propionate and 30 mg of platinum oxide in 50 ml of ethanol is stirred for 2 hours under hydrogen at atmospheric pressure. The reaction mixture is filtered on Clarcel then evaporated to dryness under reduced pressure (2 kPa). The residue is crystallized from diisopropyl ether. 570 mg of expected product is obtained in the form of an amorpho... Solvent: C(C)OCC (diethyl ether). Reported procedure: (10,11-Dihydro-5H-pyrrolo[2,1-c][1,4]benzodiazepin-10-yl)-[2-chloro-4-(4,4,5,5-tetramethyl-[1,3,2]dioxaborolan-2-yl)-phenyl]-methanone of Example 10, Step B (0.350 g, 0.780 mmol) and 2-methyl-3-oxo-cyclohex-1-en-1-yl trifluoromethanesulfonate (0.222 g, 0.858 mmol) were reacted by the procedure described in Example 1, Step F. The crude product was purified by flash column chromatography on silica gel, eluting with 50% ethyl acetate in hexane to afford an orange oil. The oil was dissolved in dieth... Starting materials: C=1C=CN2C1CN(C1=C(C2)C=CC=C1)C(=O)C1=C(C=C(C=C1)B1OC(C(O1)(C)C)(C)C)Cl ((10,11-Dihydro-5H-pyrrolo[2,1-c][1,4]benzodiazepin-10-yl)-[2-chloro-4-(4,4,5,5-tetramethyl-[1,3,2]dioxaborolan-2-yl)-phenyl]-methanone), FC(S(=O)(=O)OC1=C(C(CCC1)=O)C)(F)F (2-methyl-3-oxo-cyclohex-1-en-1-yl trifluoromethanesulfonate). The product is C=1C=CN2C1CN(C1=C(C2)C=CC=C1)C(=O)C1=C(C=C(C=C1)C1=C(C(CCC1)=O)C)Cl ((10,11-Dihydro-5H-pyrrolo[2,1-c][1,4]benzodiazepin-10-yl)-[2-chloro-4-(2-methyl-3-oxo-cyclohex-1-en-1-yl)-phenyl]-methanone). Reaction SMILES: [CH:1]1[CH:2]=[CH:3][N:4]2[CH2:10][C:9]3[CH:11]=[CH:12][CH:13]=[CH:14][C:8]=3[N:7]([C:15]([C:17]3[CH:22]=[CH:21][C:20](B4OC(C)(C)C(C)(C)O4)=[CH:19][C:18]=3[Cl:32])=[O:16])[CH2:6][C:5]=12.FC(F)(F)S([O:38][C:39]1[CH2:44][CH2:43][CH2:42][C:41](=O)[C:40]=1[CH3:46])(=O)=O>C(OCC)C>[CH:1]1[CH:2]=[CH:3][N:4]2[CH2:10][C:9]3[CH:11]=[CH:12][CH:13]=[CH:14][C:8]=3[N:7]([C:15]([C:17]3[CH:22]=[CH:21][C:20]([C:41]4[CH2:42][CH2:43][CH2:44][C:39](=[O:38])[C:40]=4[CH3:46])=[CH:19][C:18]=3[Cl:32])=[O:16])[CH2:6][C:5]=12. The yield is 53.6%. Solvent: CN(C)C=O (DMF), CN(C)C=O (DMF), O (water). Run at time 2 hour. As a reaction SMILES: [CH2:1]([O:3][C:4]([N:6]1[CH2:11][CH2:10][N:9]([C:12](=[O:41])[C@@H:13]([NH:23][C:24]([C:26]2[CH:35]=[C:34]([O:36][CH2:37][C:38]([OH:40])=O)[C:33]3[C:28](=[CH:29][CH:30]=[CH:31][CH:32]=3)[N:27]=2)=[O:25])[CH2:14][CH2:15][C:16]([O:18][C:19]([CH3:22])([CH3:21])[CH3:20])=[O:17])[CH2:8][CH2:7]1)=[O:5])[CH3:2].C(Cl)CCl.FC1C(O)=C(F)C(F)=C(F)C=1F.Cl.[CH:59]1([NH:62][C:63]([C@@H:65]2[CH2:69][CH2:68][CH2:67][NH:66]2)=[O:64])[CH2:61][CH2:60]1>CN(C=O)C.O>[CH2:1]([O:3][C:4]([N:6]1[CH2:7][CH2:8][N:9]([C:12](=[O:41])[C@@H:13]([NH:23][C:24]([C:26]2[CH:35]=[C:34]([O:36][CH2:37][C:38]([N:66]3[CH2:67][CH2:68][CH2:69][C@H:65]3[C:63](=[O:64])[NH:62][CH:59]3[CH2:60][CH2:61]3)=[O:40])[C:33]3[C:28](=[CH:29][CH:30]=[CH:31][CH:32]=3)[N:27]=2)=[O:25])[CH2:14][CH2:15][C:16]([O:18][C:19]([CH3:21])([CH3:22])[CH3:20])=[O:17])[CH2:10][CH2:11]1)=[O:5])[CH3:2] |f:3.4|. Reported procedure: To a solution of 2.2 g of 4-{(S)-4-tert-Butoxycarbonyl-2-[(4-carboxymethoxy-quinoline-2-carbonyl)-amino]-butyryl}-piperazine-1-carboxylic acid ethyl ester in 30 ml of DMF, 883 mg of EDC, 848 mg of pentafluorophenol and 885 mg of NEM was added and the reaction mixture was stirred for 2 h at RT. Then, 732 mg of (S)-Pyrrolidine-2-carboxylic acid cyclopropylamide hydrochloride and 442 mg of NEM in 5 ml of DMF was added. After 2 h the reaction mixture was diluted with water and extracted with DCM (3×... Starting materials: Cl.C1(CC1)NC(=O)[C@H]1NCCC1 ((S)-Pyrrolidine-2-carboxylic acid cyclopropylamide hydrochloride), C(C)OC(=O)N1CCN(CC1)C([C@H](CCC(=O)OC(C)(C)C)NC(=O)C1=NC2=CC=CC=C2C(=C1)OCC(=O)O)=O (4-{(S)-4-tert-Butoxycarbonyl-2-[(4-carboxymethoxy-quinoline-2-carbonyl)-amino]-butyryl}-piperazine-1-carboxylic acid ethyl ester), C(CCl)Cl (EDC), FC1=C(C(=C(C(=C1O)F)F)F)F (pentafluorophenol). Yields the product C(C)OC(=O)N1CCN(CC1)C([C@H](CCC(=O)OC(C)(C)C)NC(=O)C1=NC2=CC=CC=C2C(=C1)OCC(=O)N1[C@@H](CCC1)C(NC1CC1)=O)=O (4-[(S)-4-tert-Butoxycarbonyl-2-({4-[2-((S)-2-cyclopropylcarbamoyl-pyrrolidin-1-yl)-2-oxo-ethoxy]-quinoline-2-carbonyl}-amino)-butyryl]-piperazine-1-carboxylic acid ethyl ester). The reactants are CC1=C(C(=O)O)C=C(C(=C1)C(=O)O)C (2,5-Dimethylterephthalic acid), CCOCC (ether), CO (methanol), C[Si](C)(C)C=[N+]=[N-] ((Trimethylsilyl)diazomethane). Conditions: time 0.5 hour. Yields the product CC1=C(C(=O)OC)C=C(C(=C1)C(=O)OC)C (dimethyl 2,5-dimethylterephthalate). Isolated yield 93.0%. Reaction SMILES: [CH3:1][C:2]1[CH:10]=[C:9](C(O)=O)[C:8]([CH3:14])=[CH:7][C:3]=1[C:4]([OH:6])=[O:5].[CH3:15][OH:16].[CH3:17][Si](C=[N+]=[N-])(C)C.C[CH2:25][O:26]CC>>[CH3:14][C:8]1[CH:7]=[C:3]([C:4]([O:6][CH3:17])=[O:5])[C:2]([CH3:1])=[CH:10][C:9]=1[C:15]([O:26][CH3:25])=[O:16]. Procedure details: 2,5-Dimethylterephthalic acid (3 g, 15.5 mmol) was suspended in ether (30 mL) and methanol (10 mL) and was cooled in an ice bath. (Trimethylsilyl)diazomethane (2 M solution in hexanes; 16 mL) was added drop-wise. The mixture was stirred at ambient temperature for 0.5 h and then was quenched with acetic acid (2 mL) and was concentrated. The residue was partitioned between ethyl acetate and saturated aqueous sodium bicarbonate. The organic portion was washed with brine, dried over sodium sulfate, ... The reactants are O=C([O-])[O-], Cc1ccccc1, [Cl-], [Cl-], [Cl-], [Cl-], O=C(c1ccc(F)cc1)c1ccc(F)cc1, [K+], [K+], N, [Ti+4]. The product is N=C(c1ccc(F)cc1)c1ccc(F)cc1. As a reaction SMILES: [C:18](=[O:19])([O-:20])[O-:21].[CH3:24][c:25]1[cH:26][cH:27][cH:28][cH:29][cH:30]1.[Cl-:31].[Cl-:32].[Cl-:33].[Cl-:34].[F:1][c:2]1[cH:3][cH:4][c:5]([C:6](=[O:7])[c:8]2[cH:9][cH:10][c:11]([F:14])[cH:12][cH:13]2)[cH:15][cH:16]1.[K+:22].[K+:23].[NH3:17].[Ti+4:35]>>[F:1][c:2]1[cH:3][cH:4][c:5]([C:6]([c:8]2[cH:9][cH:10][c:11]([F:14])[cH:12][cH:13]2)=[NH:17])[cH:15][cH:16]1. Reactants: C(=O)NC=1SC=C(N1)C(C(=O)NC1[C@@H]2N(C(=C(CS2)CSC2=NN=NN2CC=C)C(=O)O)C1=O)=NOCCCl (7-[2-(2-formamidothiazol-4-yl)-2-(2-chloroethoxyimino)acetamido]-3-(1-allyl-1H-tetrazol-5-yl)thiomethyl-3-cephem-4-carboxylic acid), Cl (hydrochloric acid). The solvent is CO (methanol). Conditions: temperature 30 celsius, time 3 hour. The product is NC=1SC=C(N1)C(C(=O)NC1[C@@H]2N(C(=C(CS2)CSC2=NN=NN2CC=C)C(=O)O)C1=O)=NOCCCl (7-[2-(2-aminothiazol-4-yl)-2-(2-chloroethoxyimino)acetamido]-3-(1-allyl-1H-tetrazol-5-yl)thiomethyl-3-cephem-4-carboxylic acid). Isolated yield 60.1%. Reaction SMILES: C([NH:3][C:4]1[S:5][CH:6]=[C:7]([C:9](=[N:35][O:36][CH2:37][CH2:38][Cl:39])[C:10]([NH:12][CH:13]2[C:33](=[O:34])[N:15]3[C:16]([C:30]([OH:32])=[O:31])=[C:17]([CH2:20][S:21][C:22]4[N:26]([CH2:27][CH:28]=[CH2:29])[N:25]=[N:24][N:23]=4)[CH2:18][S:19][C@H:14]23)=[O:11])[N:8]=1)=O.Cl>CO>[NH2:3][C:4]1[S:5][CH:6]=[C:7]([C:9](=[N:35][O:36][CH2:37][CH2:38][Cl:39])[C:10]([NH:12][CH:13]2[C:33](=[O:34])[N:15]3[C:16]([C:30]([OH:32])=[O:31])=[C:17]([CH2:20][S:21][C:22]4[N:26]([CH2:27][CH:28]=[CH2:29])[N:25]=[N:24][N:23]=4)[CH2:18][S:19][C@H:14]23)=[O:11])[N:8]=1. Procedure details: A suspension of 7-[2-(2-formamidothiazol-4-yl)-2-(2-chloroethoxyimino)acetamido]-3-(1-allyl-1H-tetrazol-5-yl)thiomethyl-3-cephem-4-carboxylic acid (syn isomer, 0.75 g.) and conc. hydrochloric acid (0.3 g.) in methanol (5.25 ml.) was stirred at 30° C. for 3 hours. After removing the solvent in vacuo, ethyl acetate and water were added to the residue and adjusted to pH 7.0 with sodium bicarbonate. The aqueous solution was separated, washed with ethyl acetate and adjusted to pH 3.0 with 10% hydroch... Starting materials: CCO, O=CO, CC(N=[N+]=[N-])c1cnccc1-c1cccc2ccsc12, NN. The product is CC(N)c1cnccc1-c1cccc2ccsc12. RXN SMILES: [CH3:26][CH2:27][OH:28].[CH:21]([OH:22])=[O:23].[N:1](=[N+:2]=[N-:3])[CH:4]([CH3:5])[c:6]1[cH:7][n:8][cH:9][cH:10][c:11]1-[c:12]1[cH:13][cH:14][cH:15][c:16]2[c:17]1[s:18][cH:19][cH:20]2.[NH2:24][NH2:25]>>[NH2:1][CH:4]([CH3:5])[c:6]1[cH:7][n:8][cH:9][cH:10][c:11]1-[c:12]1[cH:13][cH:14][cH:15][c:16]2[c:17]1[s:18][cH:19][cH:20]2.